This data is from the Open Reaction Database (ORD), a public repository of structured organic reaction records. The task is: describe an organic reaction: reactants, conditions, products, and yield Starting materials: C(C)(=O)O[C@@H]1[C@H](OC([C@@H]1OC(C)=O)OC(C)=O)C=1N=NN(N1)CC ((2R,3R,4R)-4,5-bis(acetyloxy)-2-(2-ethyl-2H-tetrazol-5-yl)tetrahydro-3-furanyl acetate), A-9967265, C[Si](C)(C)OS(=O)(=O)C(F)(F)F (trimethylsilyltriflate), C1(=CC=CC=C1)C(CNC1=C2N=CNC2=NC(=N1)C(=O)NCCN1CCCCC1)C1=CC=CC=C1 (6-[(2,2-diphenylethyl)amino]-N-[2-(1-piperidinyl)ethyl]-9H-purine-2-carboxamide), N,O-bis(trimethylsilylacetamide). Run in C1(=CC=CC=C1)C (toluene), C(C)(=O)OCC (ethyl acetate), ClC(C)(Cl)Cl (1,1,1-trichloroethane). Run at time 8 hour. Yields the product C(C)(=O)O[C@H]1[C@@H](O[C@@H]([C@H]1OC(C)=O)C=1N=NN(N1)CC)N1C2=NC(=NC(=C2N=C1)NCC(C1=CC=CC=C1)C1=CC=CC=C1)C(=O)NCCN1CCCCC1 ((2R,3R,4R,5R)-4-(Acetyloxy)-2-[6-[(2,2-diphenylethyl)amino]-2-({[2-(1-piperidinyl)ethyl]amino}carbonyl)-9H-purin-9-yl]-5-(2-ethyl-2H-tetrazol-5-yl)tetrahydro-3-furanyl acetate). The yield is 74.4%. Reaction SMILES: [C:1]1([CH:7]([C:30]2[CH:35]=[CH:34][CH:33]=[CH:32][CH:31]=2)[CH2:8][NH:9][C:10]2[N:18]=[C:17]([C:19]([NH:21][CH2:22][CH2:23][N:24]3[CH2:29][CH2:28][CH2:27][CH2:26][CH2:25]3)=[O:20])[N:16]=[C:15]3[C:11]=2[N:12]=[CH:13][NH:14]3)[CH:6]=[CH:5][CH:4]=[CH:3][CH:2]=1.[C:36]([O:39][C@H:40]1[C@@H:44]([O:45][C:46](=[O:48])[CH3:47])[CH:43](OC(=O)C)[O:42][C@@H:41]1[C:53]1[N:54]=[N:55][N:56]([CH2:58][CH3:59])[N:57]=1)(=[O:38])[CH3:37].C[Si](OS(C(F)(F)F)(=O)=O)(C)C>ClC(Cl)(Cl)C.C1(C)C=CC=CC=1.C(OCC)(=O)C>[C:46]([O:45][C@@H:44]1[C@H:40]([O:39][C:36](=[O:38])[CH3:37])[C@@H:41]([C:53]2[N:54]=[N:55][N:56]([CH2:58][CH3:59])[N:57]=2)[O:42][C@H:43]1[N:14]1[CH:13]=[N:12][C:11]2[C:15]1=[N:16][C:17]([C:19]([NH:21][CH2:22][CH2:23][N:24]1[CH2:29][CH2:28][CH2:27][CH2:26][CH2:25]1)=[O:20])=[N:18][C:10]=2[NH:9][CH2:8][CH:7]([C:1]1[CH:2]=[CH:3][CH:4]=[CH:5][CH:6]=1)[C:30]1[CH:35]=[CH:34][CH:33]=[CH:32][CH:31]=1)(=[O:48])[CH3:47]. Procedure: A suspension of 6-[(2,2-diphenylethyl)amino]-N-[2-(1-piperidinyl)ethyl]-9H-purine-2-carboxamide (Preparation 11) (0.2 g, 0.42 mmol) in 1,1,1-trichloroethane (10 ml) was treated with N,O-bis(trimethylsilylacetamide) (0.65 ml, 2.65 mmol) and the mixture was heated under reflux for 2 hours. The solvent was removed under reduced pressure and the residue was twice azeotroped with toluene. The residue was dissolved in toluene (5 ml) and treated sequentially with a solution of (2R,3R,4R)-4,5-bis(acetyl... Reactants: [Br-], C1CCOC1, [Mg+]C1CC1, CCC(O)(c1cn(Cc2ccc3c(-c4ccc(F)cc4)cc(Cl)nc3c2)nn1)C(F)(F)F. The product is CCC(O)(c1cn(Cc2ccc3c(-c4ccc(F)cc4)cc(C4CC4)nc3c2)nn1)C(F)(F)F. RXN SMILES: [Br-:33].[CH2:38]1[O:39][CH2:40][CH2:41][CH2:42]1.[CH:34]1([Mg+:37])[CH2:35][CH2:36]1.[Cl:1][c:2]1[n:3][c:4]2[cH:5][c:6]([CH2:19][n:20]3[n:21][n:22][c:23]([C:25]([C:26]([F:27])([F:28])[F:29])([CH2:30][CH3:31])[OH:32])[cH:24]3)[cH:7][cH:8][c:9]2[c:10](-[c:12]2[cH:13][cH:14][c:15]([F:18])[cH:16][cH:17]2)[cH:11]1>>[c:2]1([CH:34]2[CH2:35][CH2:36]2)[n:3][c:4]2[cH:5][c:6]([CH2:19][n:20]3[n:21][n:22][c:23]([C:25]([C:26]([F:27])([F:28])[F:29])([CH2:30][CH3:31])[OH:32])[cH:24]3)[cH:7][cH:8][c:9]2[c:10](-[c:12]2[cH:13][cH:14][c:15]([F:18])[cH:16][cH:17]2)[cH:11]1.